This data is from the Open Reaction Database (ORD), a public repository of structured organic reaction records. The task is: describe an organic reaction: reactants, conditions, products, and yield The yield is 89.0%. Yields the product FC1=CC=C(C=C1)N1[C@@H]([C@H](C1=O)SCC(=O)C1=CC=C(C=C1)OC)C1=CC=C(OCC(=O)O)C=C1 ([4-((2R,3R)-1-(4-Fluorophenyl)-3-{[2-(4-methoxyphenyl)-2-oxoethyl]thio}-4-oxoazetidin-2-yl)phenoxy]acetic acid). Run in C(=O)O (formic acid). Starting materials: FC1=CC=C(C=C1)N1[C@@H]([C@H](C1=O)SCC1(OCC(CO1)(C)C)C1=CC=C(C=C1)OC)C1=CC=C(OCC(=O)OC(C)(C)C)C=C1 (tert-Butyl {4-[(2R,3R)-1-(4-fluorophenyl)-3-({[2-(4-methoxyphenyl)-5,5-dimethyl-1,3-dioxan-2-yl]methyl}thio)-4-oxoazetidin-2-yl]phenoxy}acetate). Conditions: time 90 minute. RXN SMILES: [F:1][C:2]1[CH:7]=[CH:6][C:5]([N:8]2[C:11](=[O:12])[C@H:10]([S:13][CH2:14][C:15]3([C:23]4[CH:28]=[CH:27][C:26]([O:29][CH3:30])=[CH:25][CH:24]=4)OCC(C)(C)C[O:16]3)[C@H:9]2[C:31]2[CH:45]=[CH:44][C:34]([O:35][CH2:36][C:37]([O:39]C(C)(C)C)=[O:38])=[CH:33][CH:32]=2)=[CH:4][CH:3]=1>C(O)=O>[F:1][C:2]1[CH:3]=[CH:4][C:5]([N:8]2[C:11](=[O:12])[C@H:10]([S:13][CH2:14][C:15]([C:23]3[CH:28]=[CH:27][C:26]([O:29][CH3:30])=[CH:25][CH:24]=3)=[O:16])[C@H:9]2[C:31]2[CH:45]=[CH:44][C:34]([O:35][CH2:36][C:37]([OH:39])=[O:38])=[CH:33][CH:32]=2)=[CH:6][CH:7]=1. Reported procedure: tert-Butyl {4-[(2R,3R)-1-(4-fluorophenyl)-3-({[2-(4-methoxyphenyl)-5,5-dimethyl-1,3-dioxan-2-yl]methyl}thio)-4-oxoazetidin-2-yl]phenoxy}acetate (0.65 g, 1.02 mmol) was dissolved in formic acid (10 ml) and stirred for 90 minutes. The mixture was concentrated under reduced pressure (temperature <30° C.) and the crude oil was purified by flash-chromatography (hexane:acetone:formic acid 60:40:0.1) to afford 0.45 g (88%) of the title compound as a pale yellow solid. 1H-NMR (CDCl3, 200 MHz): δ 3.9 (s,... Reactants: Cc1c(Br)c(F)c2oc(C3CC3)nc2c1C#N, Cc1cc(C(C)(C)C)c(O)c(C(C)(C)C)c1, CCCC[Sn](CCCC)(CCCC)c1cccs1, C1COCCO1, Cl[Pd]Cl, c1ccc(P(c2ccccc2)c2ccccc2)cc1, c1ccc(P(c2ccccc2)c2ccccc2)cc1. The product is Cc1c(-c2cccs2)c(F)c2oc(C3CC3)nc2c1C#N. RXN SMILES: [Br:1][c:2]1[c:3]([F:17])[c:4]2[c:5]([n:6][c:7]([CH:9]3[CH2:10][CH2:11]3)[o:8]2)[c:12]([C:15]#[N:16])[c:13]1[CH3:14].[C:36]([c:37]1[c:38]([OH:39])[c:40]([C:41]([CH3:42])([CH3:43])[CH3:44])[cH:45][c:46]([CH3:47])[cH:48]1)([CH3:49])([CH3:50])[CH3:51].[CH2:18]([Sn:19]([CH2:20][CH2:21][CH2:22][CH3:28])([c:23]1[s:24][cH:25][cH:26][cH:27]1)[CH2:29][CH2:30][CH2:31][CH3:32])[CH2:33][CH2:34][CH3:35].[CH2:52]1[O:53][CH2:54][CH2:55][O:56][CH2:57]1.[Pd:58]([Cl:59])[Cl:60].[c:61]1([P:62]([c:63]2[cH:64][cH:65][cH:66][cH:67][cH:68]2)[c:69]2[cH:70][cH:71][cH:72][cH:73][cH:74]2)[cH:75][cH:76][cH:77][cH:78][cH:79]1.[c:80]1([P:81]([c:82]2[cH:83][cH:84][cH:85][cH:86][cH:87]2)[c:88]2[cH:89][cH:90][cH:91][cH:92][cH:93]2)[cH:94][cH:95][cH:96][cH:97][cH:98]1>>[c:2]1(-[c:23]2[s:24][cH:25][cH:26][cH:27]2)[c:3]([F:17])[c:4]2[c:5]([n:6][c:7]([CH:9]3[CH2:10][CH2:11]3)[o:8]2)[c:12]([C:15]#[N:16])[c:13]1[CH3:14]. Starting materials: CCOP(C)(=O)Cc1ccc(C(=O)Nc2cc(-c3cccs3)ccc2NC(=O)OC(C)(C)C)cc1, ClCCl, O=C(O)C(F)(F)F. The product is CCOP(C)(=O)Cc1ccc(C(=O)Nc2cc(-c3cccs3)ccc2N)cc1. As a reaction SMILES: [CH2:1]([CH3:2])[O:3][P:4](=[O:5])([CH3:6])[CH2:7][c:8]1[cH:9][cH:10][c:11]([C:14]([NH:15][c:16]2[c:17]([NH:27][C:28]([O:29][C:30]([CH3:31])([CH3:32])[CH3:33])=[O:34])[cH:18][cH:19][c:20](-[c:22]3[s:23][cH:24][cH:25][cH:26]3)[cH:21]2)=[O:35])[cH:12][cH:13]1.[Cl:43][CH2:44][Cl:45].[F:36][C:37]([F:38])([F:39])[C:40]([OH:41])=[O:42]>>[CH2:1]([CH3:2])[O:3][P:4](=[O:5])([CH3:6])[CH2:7][c:8]1[cH:9][cH:10][c:11]([C:14]([NH:15][c:16]2[c:17]([NH2:27])[cH:18][cH:19][c:20](-[c:22]3[s:23][cH:24][cH:25][cH:26]3)[cH:21]2)=[O:35])[cH:12][cH:13]1. Starting materials: ClC1=C(C=C2C=CNC2=C1)C1=CC=C(C=C1)OCC (6-chloro-5-(4-ethoxyphenyl)-1H-indole), N1=CC=CC=C1 (pyridine), ClC(C(=O)Cl)(Cl)Cl (trichloroacetyl chloride), Cl (HCl). Run in C1CCOC1 (THF). Run at time 12 hour. The product is ClC(C(=O)C1=CNC2=CC(=C(C=C12)C1=CC=C(C=C1)OCC)Cl)(Cl)Cl (2,2,2-Trichloro-1-(6-chloro-5-(4-ethoxyphenyl)-1H-indol-3-yl)ethanone). The yield is 9.0%. RXN SMILES: [Cl:1][C:2]1[CH:10]=[C:9]2[C:5]([CH:6]=[CH:7][NH:8]2)=[CH:4][C:3]=1[C:11]1[CH:16]=[CH:15][C:14]([O:17][CH2:18][CH3:19])=[CH:13][CH:12]=1.N1C=CC=CC=1.[Cl:26][C:27]([Cl:32])([Cl:31])[C:28](Cl)=[O:29].Cl>C1COCC1>[Cl:26][C:27]([Cl:32])([Cl:31])[C:28]([C:6]1[C:5]2[C:9](=[CH:10][C:2]([Cl:1])=[C:3]([C:11]3[CH:16]=[CH:15][C:14]([O:17][CH2:18][CH3:19])=[CH:13][CH:12]=3)[CH:4]=2)[NH:8][CH:7]=1)=[O:29]. Reported procedure: To a solution of 6-chloro-5-(4-ethoxyphenyl)-1H-indole (500.0 mg, 1.84 mmol) in anhydrous THF (5 mL) was added pyridine (436.0 mg, 5.52 mmol) and trichloroacetyl chloride (10 mL) at 0° C. under N2. The reaction mixture was stirred at room temperature under N2 for 12 hours. The mixture was poured into 0.5 N HCl (200 mL) and extracted with EtOAc (3×100 mL). The combined organic layers were washed with brine (100 mL), dried over Na2SO4 and concentrated in vacuo. The crude material was purified by f... Reactants: CO, COC(=O)Cc1ccc([N+](=O)[O-])cc1OC. The product is COC(=O)Cc1ccc(N)cc1OC. Reaction SMILES: [CH3:17][OH:18].[CH3:1][O:2][c:3]1[c:4]([CH2:12][C:13](=[O:14])[O:15][CH3:16])[cH:5][cH:6][c:7]([N+:9]([O-:10])=[O:11])[cH:8]1>>[CH3:1][O:2][c:3]1[c:4]([CH2:12][C:13](=[O:14])[O:15][CH3:16])[cH:5][cH:6][c:7]([NH2:9])[cH:8]1.